This data is from the Open Reaction Database (ORD), a public repository of structured organic reaction records. The task is: describe an organic reaction: reactants, conditions, products, and yield Starting materials: C(C)(C)(C)OC(=O)N1[C@H]([C@](CCC1)(O)C#CC(=O)OCC)C1=CC=CC=C1 ((2S,3R)-ethyl 3-(1-tert-butoxycarbonyl-3-hydroxy-2-phenylpiperidin-3-yl)propynoate), C(CCC)[SnH](CCCC)CCCC (Tributyl tin hydride). The reagents and catalysts are C=1C=CC(=CC1)[P](C=2C=CC=CC2)(C=3C=CC=CC3)[Pd]([P](C=4C=CC=CC4)(C=5C=CC=CC5)C=6C=CC=CC6)([P](C=7C=CC=CC7)(C=8C=CC=CC8)C=9C=CC=CC9)[P](C=1C=CC=CC1)(C=1C=CC=CC1)C=1C=CC=CC1 (tetrakis(triphenylphosphine)palladium). Solvent: C1(=CC=CC=C1)C (toluene). Reaction conditions: temperature 23 celsius, time 2 hour. Yields the product C(C)(C)(C)OC(=O)N1[C@H]([C@]2(C=C(C(O2)=O)[Sn](CCCC)(CCCC)CCCC)CCC1)C1=CC=CC=C1 ((5R,6S)-7-tert-Butoxycarbonyl-6-phenyl-3-tributylstannyl-1-oxa-7-aza-spiro[4.5]dec-3-en-2-one). The yield is 62.1%. As a reaction SMILES: [C:1]([O:5][C:6]([N:8]1[CH2:13][CH2:12][CH2:11][C@:10]([C:15]#[C:16][C:17]([O:19]CC)=O)([OH:14])[C@@H:9]1[C:22]1[CH:27]=[CH:26][CH:25]=[CH:24][CH:23]=1)=[O:7])([CH3:4])([CH3:3])[CH3:2].[CH2:28]([SnH:32]([CH2:37][CH2:38][CH2:39][CH3:40])[CH2:33][CH2:34][CH2:35][CH3:36])[CH2:29][CH2:30][CH3:31]>C1(C)C=CC=CC=1.C1C=CC([P]([Pd]([P](C2C=CC=CC=2)(C2C=CC=CC=2)C2C=CC=CC=2)([P](C2C=CC=CC=2)(C2C=CC=CC=2)C2C=CC=CC=2)[P](C2C=CC=CC=2)(C2C=CC=CC=2)C2C=CC=CC=2)(C2C=CC=CC=2)C2C=CC=CC=2)=CC=1>[C:1]([O:5][C:6]([N:8]1[CH2:13][CH2:12][CH2:11][C@:10]2([O:14][C:17](=[O:19])[C:16]([Sn:32]([CH2:33][CH2:34][CH2:35][CH3:36])([CH2:37][CH2:38][CH2:39][CH3:40])[CH2:28][CH2:29][CH2:30][CH3:31])=[CH:15]2)[C@@H:9]1[C:22]1[CH:23]=[CH:24][CH:25]=[CH:26][CH:27]=1)=[O:7])([CH3:4])([CH3:3])[CH3:2] |^1:51,53,72,91|. Procedure details: A mixture of (2S,3R)-ethyl 3-(1-tert-butoxycarbonyl-3-hydroxy-2-phenylpiperidin-3-yl)propynoate (Description 9, 524 mg, 1.4 mmol) and tetrakis(triphenylphosphine)palladium (0) (50 mg) in toluene (10 ml) was degassed with nitrogen for 30 min. Tributyl tin hydride (0.405 mM, 1.5 mmol) was added dropwise and the resulting mixture was stirred at 23° C. for 2 h. The solvent was evaporated under reduced pressure and the residue was taken up in ethyl acetate (50 ml). The mixture was washed with saturat... Reactants: N1(CCCCC1)CCCN1N=C(C2=CC(=CC=C12)Cl)NCCCN(CC)CC (1-(3-piperidinopropyl)-3-(3-diethylaminopropylamino)-5-chloroindazole), Cl (hydrogen chloride), C(C)OCC (diethyl ether). Run in C(C)O (ethyl alcohol). Product: Cl.Cl.N1(CCCCC1)CCCN1N=C(C2=CC(=CC=C12)Cl)NCCCN(CC)CC (1-(3-piperidinopropyl)-3-(3-diethylaminopropylamino)-5-chloroindazole dihydrochloride). As a reaction SMILES: [N:1]1([CH2:7][CH2:8][CH2:9][N:10]2[C:18]3[C:13](=[CH:14][C:15]([Cl:19])=[CH:16][CH:17]=3)[C:12]([NH:20][CH2:21][CH2:22][CH2:23][N:24]([CH2:27][CH3:28])[CH2:25][CH3:26])=[N:11]2)[CH2:6][CH2:5][CH2:4][CH2:3][CH2:2]1.[ClH:29].C(OCC)C>C(O)C>[ClH:19].[ClH:29].[N:1]1([CH2:7][CH2:8][CH2:9][N:10]2[C:18]3[C:13](=[CH:14][C:15]([Cl:19])=[CH:16][CH:17]=3)[C:12]([NH:20][CH2:21][CH2:22][CH2:23][N:24]([CH2:27][CH3:28])[CH2:25][CH3:26])=[N:11]2)[CH2:6][CH2:5][CH2:4][CH2:3][CH2:2]1 |f:4.5.6|. Procedure details: In 50 ml of absolute ethyl alcohol was dissolved 3.2 g of the 1-(3-piperidinopropyl)-3-(3-diethylaminopropylamino)-5-chloroindazole, and into the solution was introduced dried hydrogen chloride gas under cooling with ice. Then to the solution was added anhydrous diethyl ether to separate crystals. The crystals were obtained by filtration and dried to give 1-(3-piperidinopropyl)-3-(3-diethylaminopropylamino)-5-chloroindazole dihydrochloride having the following analytical value. Yields the product O=C(O)Cc1ccc2nc[nH]c(=O)c2c1. As a reaction SMILES: [CH3:20][CH2:21][O:22][C:23]([CH3:24])=[O:25].[O:1]=[c:2]1[nH:3][cH:4][n:5][c:6]2[cH:7][cH:8][c:9]([CH2:12][C:13](=[O:14])[O:15][C:16]([CH3:17])([CH3:18])[CH3:19])[cH:10][c:11]12>>[O:1]=[c:2]1[nH:3][cH:4][n:5][c:6]2[cH:7][cH:8][c:9]([CH2:12][C:13](=[O:14])[OH:15])[cH:10][c:11]12. Reactants: CCOC(C)=O, CC(C)(C)OC(=O)Cc1ccc2nc[nH]c(=O)c2c1. Starting materials: COC(=O)CCCCCCCCCCCc1ncc[nH]1, c1c[nH]cn1. Product: O=C(O)CCCCCCCCCCCc1ncc[nH]1. Reaction SMILES: [CH3:6][O:7][C:8]([CH2:9][CH2:10][CH2:11][CH2:12][CH2:13][CH2:14][CH2:15][CH2:16][CH2:17][CH2:18][CH2:19][c:20]1[nH:21][cH:22][cH:23][n:24]1)=[O:25].[nH:1]1[cH:2][cH:3][n:4][cH:5]1>>[O:7]=[C:8]([CH2:9][CH2:10][CH2:11][CH2:12][CH2:13][CH2:14][CH2:15][CH2:16][CH2:17][CH2:18][CH2:19][c:20]1[nH:21][cH:22][cH:23][n:24]1)[OH:25]. Reactants: CC(C)OC1CCC(C)(C(=O)OCc2ccccc2)CC1, [Li+], C1CCOC1, [OH-], O. Product: CC(C)OC1CCC(C)(C(=O)O)CC1. RXN SMILES: [CH3:1][C:2]1([C:12](=[O:13])[O:14][CH2:15][c:16]2[cH:17][cH:18][cH:19][cH:20][cH:21]2)[CH2:3][CH2:4][CH:5]([O:8][CH:9]([CH3:10])[CH3:11])[CH2:6][CH2:7]1.[Li+:27].[O:22]1[CH2:23][CH2:24][CH2:25][CH2:26]1.[OH-:28].[OH2:29]>>[CH3:1][C:2]1([C:12](=[O:13])[OH:14])[CH2:3][CH2:4][CH:5]([O:8][CH:9]([CH3:10])[CH3:11])[CH2:6][CH2:7]1. The reactants are [Al+3], [Cl-], [Cl-], [Cl-], COC(=O)CCCCC(=O)Cl, ClCCl, Fc1ccccc1, O. Product: COC(=O)CCCCC(=O)c1ccc(F)cc1. Reaction SMILES: [Al+3:2].[Cl-:1].[Cl-:3].[Cl-:4].[Cl:12][C:13]([CH2:14][CH2:15][CH2:16][CH2:17][C:18](=[O:19])[O:20][CH3:21])=[O:22].[Cl:23][CH2:24][Cl:25].[F:5][c:6]1[cH:7][cH:8][cH:9][cH:10][cH:11]1.[OH2:26]>>[F:5][c:6]1[cH:7][cH:8][c:9]([C:13]([CH2:14][CH2:15][CH2:16][CH2:17][C:18](=[O:19])[O:20][CH3:21])=[O:22])[cH:10][cH:11]1. The reactants are C(#N)C1=C(C=NN1C1=CC(=CC=C1)C)C(=O)OCC (ethyl 5-cyano-1-(3-methylphenyl)-4-pyrazolecarboxylate), C(C)O (ethanol), [OH-].[K+] (potassium hydroxide). Run in O (water). Yields the product C(=O)(O)C=1C=NN(C1C(=O)N)C1=CC(=CC=C1)C (4-Carboxy-1-(3-methylphenyl)-5-pyrazolecarboxamide). RXN SMILES: [C:1]([C:3]1[N:7]([C:8]2[CH:13]=[CH:12][CH:11]=[C:10]([CH3:14])[CH:9]=2)[N:6]=[CH:5][C:4]=1[C:15]([O:17]CC)=[O:16])#[N:2].C([OH:22])C.[OH-].[K+]>O>[C:15]([C:4]1[CH:5]=[N:6][N:7]([C:8]2[CH:13]=[CH:12][CH:11]=[C:10]([CH3:14])[CH:9]=2)[C:3]=1[C:1]([NH2:2])=[O:22])([OH:17])=[O:16] |f:2.3|. Reported procedure: A 9 g. portion of ethyl 5-cyano-1-(3-methylphenyl)-4-pyrazolecarboxylate was dissolved in 200 ml. of ethanol, and 5.8 g. of potassium hydroxide wasadded. The mixture was stirred under reflux for 4 hours, and then was cooled, diluted with water and made acid. The mixture was filtered, and the solids were washed with ethyl acetate as shown above in Example 8 to obtain 3.8 g. of the desired product, m.p. 209°-211° dec. Itwas identified by elemental analysis. As a reaction SMILES: N[C:2]1[CH:7]=[C:6]([Cl:8])[C:5]([N:9]2[C:14](=[O:15])[CH:13]=[C:12]([C:16]([F:19])([F:18])[F:17])[N:11]=[CH:10]2)=[C:4]([Cl:20])[CH:3]=1.C(ON=O)(C)(C)C.[ClH:28]>C(#N)C.[Cu](Cl)Cl>[Cl:8][C:6]1[CH:7]=[C:2]([Cl:28])[CH:3]=[C:4]([Cl:20])[C:5]=1[N:9]1[C:14](=[O:15])[CH:13]=[C:12]([C:16]([F:19])([F:18])[F:17])[N:11]=[CH:10]1. Procedure details: A solution of 1-(4-amino-2,6-dichlorophenyl)-4-trifluoromethylpyrimidin-6-one (as prepared in Preparation 1) (0.9 g) in acetonitrile (10 ml) was added dropwise to a stirred suspension of copper (II) chloride (0.37 g) and t-butylnitrite (1.46 g) in dry acetonitrile (8 ml) while the temperature was maintained between 0° and 5° C. After the addition was complete, the reaction mixture was stirred for a further 1 hour at 5° C., and then allowed to warm slowly to ambient temperature. The reaction mixt... Reagents/catalysts: [Cu](Cl)Cl (copper (II) chloride). Conditions: temperature 5 celsius, time 1 hour. Run in C(C)#N (acetonitrile), C(C)#N (acetonitrile). The product is ClC1=C(C(=CC(=C1)Cl)Cl)N1C=NC(=CC1=O)C(F)(F)F (1-(2,4,6-trichlorophenyl)-4-trifluoromethylpyrimidin-6-one). The reactants are NC1=CC(=C(C(=C1)Cl)N1C=NC(=CC1=O)C(F)(F)F)Cl (1-(4-amino-2,6-dichlorophenyl)-4-trifluoromethylpyrimidin-6-one), C(C)(C)(C)ON=O (t-butylnitrite), Cl (hydrochloric acid). The reactants are F[B-](F)(F)F, CCN(C(C)C)C(C)C, Cc1ccc(-c2nocc2C(=O)O)cc1, CN(C)C=O, OC1(c2ccccc2)CCNC1, CN(C)C(On1nnc2ccccc21)=[N+](C)C. The product is Cc1ccc(-c2nocc2C(=O)N2CCC(O)(c3ccccc3)C2)cc1. As a reaction SMILES: [B-:13]([F:14])([F:15])([F:16])[F:17].[CH2:35]([N:36]([CH:37]([CH3:38])[CH3:39])[CH:40]([CH3:41])[CH3:42])[CH3:43].[CH3:44][c:45]1[cH:46][cH:47][c:48](-[c:51]2[n:52][o:53][cH:54][c:55]2[C:56](=[O:57])[OH:58])[cH:49][cH:50]1.[O:59]=[CH:60][N:61]([CH3:62])[CH3:63].[c:1]1([C:7]2([OH:12])[CH2:8][NH:9][CH2:10][CH2:11]2)[cH:2][cH:3][cH:4][cH:5][cH:6]1.[n:18]1([O:19][C:20]([N:21]([CH3:22])[CH3:23])=[N+:24]([CH3:25])[CH3:26])[c:27]2[cH:28][cH:29][cH:30][cH:31][c:32]2[n:33][n:34]1>>[c:1]1([C:7]2([OH:12])[CH2:8][N:9]([C:56]([c:55]3[c:51](-[c:48]4[cH:47][cH:46][c:45]([CH3:44])[cH:50][cH:49]4)[n:52][o:53][cH:54]3)=[O:57])[CH2:10][CH2:11]2)[cH:2][cH:3][cH:4][cH:5][cH:6]1. Starting materials: CN(C)c1ccncc1, O=S(=O)(Cl)C1CC1, Cc1nc2c(F)c(F)c3c([nH]c(=O)n3-c3ccc(I)cc3F)c2o1. Yields the product Cc1nc2c(F)c(F)c3c(c2o1)n(S(=O)(=O)C1CC1)c(=O)n3-c1ccc(I)cc1F. RXN SMILES: [CH3:32][N:33]([c:34]1[cH:35][cH:36][n:37][cH:38][cH:39]1)[CH3:40].[CH:25]1([S:28](=[O:29])(=[O:30])[Cl:31])[CH2:26][CH2:27]1.[F:1][c:2]1[c:3]([F:24])[c:4]2[c:5]([c:6]3[c:7]1[n:8][c:9]([CH3:11])[o:10]3)[nH:12][c:13](=[O:23])[n:14]2-[c:15]1[c:16]([F:22])[cH:17][c:18]([I:21])[cH:19][cH:20]1>>[F:1][c:2]1[c:3]([F:24])[c:4]2[c:5]([c:6]3[c:7]1[n:8][c:9]([CH3:11])[o:10]3)[n:12]([S:28]([CH:25]1[CH2:26][CH2:27]1)(=[O:29])=[O:30])[c:13](=[O:23])[n:14]2-[c:15]1[c:16]([F:22])[cH:17][c:18]([I:21])[cH:19][cH:20]1.